The task is: describe an organic reaction: reactants, conditions, products, and yield. This data is from the Open Reaction Database (ORD), a public repository of structured organic reaction records. The reactants are N(=C=S)C1=C(SC=C1)C(=O)OC (methyl 3-isothiocyanatothiophene-2-carboxylate), CC1=CN=CN1CCCN (3-(5-methyl-1H-imidazol-1-yl)propan-1-amine). Product: CC1=CN=CN1CCCN1C(NC2=C(C1=O)SC=C2)=S (2,3-dihydro-3-(3-(5-methyl-1H-imidazol-1-yl)propyl)-2-thioxothieno-[3,2-d]pyrimidin-4(1H)-one). As a reaction SMILES: [N:1]([C:4]1[CH:8]=[CH:7][S:6][C:5]=1[C:9]([O:11]C)=O)=[C:2]=[S:3].[CH3:13][C:14]1[N:18]([CH2:19][CH2:20][CH2:21][NH2:22])[CH:17]=[N:16][CH:15]=1>>[CH3:13][C:14]1[N:18]([CH2:19][CH2:20][CH2:21][N:22]2[C:9](=[O:11])[C:5]3[S:6][CH:7]=[CH:8][C:4]=3[NH:1][C:2]2=[S:3])[CH:17]=[N:16][CH:15]=1. Reported procedure: The compound was synthesized starting from methyl 3-isothiocyanatothiophene-2-carboxylate (0.22 g, 1.08 mmol) and 3-(5-methyl-1H-imidazol-1-yl)propan-1-amine (5) (0.15 g, 1.08 mmol) as described above.